From a dataset of the Open Reaction Database (ORD), a public repository of structured organic reaction records. describe an organic reaction: reactants, conditions, products, and yield Starting materials: COC(=O)[C@H]1N(C(OC1)(C)C)C(CCCCCC)=O ((S)-2,2-Dimethyl-3-(1-oxoheptyl]-4-oxazolidinecarboxylic Acid Methyl Ester), [BH4-].[Li+] (lithium borohydride). Run in CCOCC (ether), CCOCC (ether). Reaction conditions: time 3 hour. Product: CC1(OC[C@H](N1C(CCCCCC)=O)CO)C ((R)-2,2-Dimethyl-3-(1-oxoheptyl]-4-oxazolidinemethanol). As a reaction SMILES: C[O:2][C:3]([C@@H:5]1[CH2:9][O:8][C:7]([CH3:11])([CH3:10])[N:6]1[C:12](=[O:19])[CH2:13][CH2:14][CH2:15][CH2:16][CH2:17][CH3:18])=O.[BH4-].[Li+]>CCOCC>[CH3:11][C:7]1([CH3:10])[N:6]([C:12](=[O:19])[CH2:13][CH2:14][CH2:15][CH2:16][CH2:17][CH3:18])[C@H:5]([CH2:3][OH:2])[CH2:9][O:8]1 |f:1.2|. Reported procedure: A solution of 8a (296 mg, 1.09 mmol) in dry ether (1 mL) is treated with lithium borohydride (2 M solution in THF, 0.55 mL, 1.09 meq) under an argon atmosphere. The mixture is stirred for 3 h at reflux and 18 h at room temperature. The resulting mixture is diluted with ether and quenched with methanol. The volatiles are removed and the residue is taken up in EtOAc/H2O. Workup provides the crude alcohol which is purified by chromatography (2:1 hexane/EtOAc): NMR δ0.88 (m, 3H), 1.30 (m, 6H), 1.54 ...